The task is: describe an organic reaction: reactants, conditions, products, and yield. This data is from the Open Reaction Database (ORD), a public repository of structured organic reaction records. The reactants are Cl.ClC1=CC=2CC3=C(N=C(S3)C)C2C=C1 (6-Chloro-2-methyl-8H-indeno[1,2-d]-thiazole hydrochloride). Run in C(C)(=O)OCC (ethyl acetate). The product is ClC1=CC=2CC3=C(N=C(S3)C)C2C=C1 (6-Chloro-2-methyl-8H-indeno[1,2-d]thiazole). Reaction SMILES: Cl.[Cl:2][C:3]1[CH:15]=[CH:14][C:13]2[C:8]3[N:9]=[C:10]([CH3:12])[S:11][C:7]=3[CH2:6][C:5]=2[CH:4]=1>C(OCC)(=O)C>[Cl:2][C:3]1[CH:15]=[CH:14][C:13]2[C:8]3[N:9]=[C:10]([CH3:12])[S:11][C:7]=3[CH2:6][C:5]=2[CH:4]=1 |f:0.1|. Procedure details: A suspension of the compound of Procedure example 1 in ethyl acetate is extracted by shaking several times with a concentrated aqueous sodium bicarbonate solution; the ethyl acetate phase is then dried over sodium sulfate, filtered and concentrated in vacuo. 6-Chloro-2-methyl-8H-indeno[1,2-d]thiazole is obtained with a melting point of 94° C. Reactants: CN(C)C=O, CC(C)(C)OCC(=O)O, Cc1ccccc1, O=C(Cl)C(=O)Cl. Product: CC(C)(C)OCC(=O)Cl. Reaction SMILES: [CH3:16][N:17]([CH3:18])[CH:19]=[O:20].[CH3:1][C:2]([CH3:3])([O:4][CH2:5][C:6](=[O:7])[OH:8])[CH3:9].[CH3:21][c:22]1[cH:23][cH:24][cH:25][cH:26][cH:27]1.[Cl:10][C:11]([C:12]([Cl:13])=[O:14])=[O:15]>>[CH3:1][C:2]([CH3:3])([O:4][CH2:5][C:6](=[O:7])[Cl:10])[CH3:9].